Dataset: the Open Reaction Database (ORD), a public repository of structured organic reaction records. Task: describe an organic reaction: reactants, conditions, products, and yield The reactants are CCOC(=O)C(NC(=O)c1ccccc1)C(C)C, S=P12SP3(=S)SP(=S)(S1)SP(=S)(S2)S3, c1ccncc1. The product is CCOC(=O)C(NC(=S)c1ccccc1)C(C)C. Reaction SMILES: [C:1]([c:2]1[cH:3][cH:4][cH:5][cH:6][cH:7]1)(=[O:8])[NH:9][CH:10]([CH:11]([CH3:12])[CH3:13])[C:14](=[O:15])[O:16][CH2:17][CH3:18].[P:19]12(=[S:20])[S:21][P:22]3(=[S:32])[S:23][P:24](=[S:30])([S:25][P:26](=[S:29])([S:27]3)[S:28]1)[S:31]2.[cH:33]1[cH:34][cH:35][n:36][cH:37][cH:38]1>>[C:1]([c:2]1[cH:3][cH:4][cH:5][cH:6][cH:7]1)([NH:9][CH:10]([CH:11]([CH3:12])[CH3:13])[C:14](=[O:15])[O:16][CH2:17][CH3:18])=[S:20]. The reactants are COC(=O)CCCCCCCNC(=O)c1cccc(C=C2C(=O)Nc3ccc(F)cc32)c1, CO, Cl, [Li+], [OH-], O. Yields the product O=C(O)CCCCCCCNC(=O)c1cccc(C=C2C(=O)Nc3ccc(F)cc32)c1. RXN SMILES: [CH3:1][O:2][C:3]([CH2:4][CH2:5][CH2:6][CH2:7][CH2:8][CH2:9][CH2:10][NH:11][C:12]([c:13]1[cH:14][c:15]([CH:19]=[C:20]2[C:21](=[O:30])[NH:22][c:23]3[cH:24][cH:25][c:26]([F:29])[cH:27][c:28]32)[cH:16][cH:17][cH:18]1)=[O:31])=[O:32].[CH3:33][OH:34].[ClH:37].[Li+:36].[OH-:35].[OH2:38]>>[O:2]=[C:3]([CH2:4][CH2:5][CH2:6][CH2:7][CH2:8][CH2:9][CH2:10][NH:11][C:12]([c:13]1[cH:14][c:15]([CH:19]=[C:20]2[C:21](=[O:30])[NH:22][c:23]3[cH:24][cH:25][c:26]([F:29])[cH:27][c:28]32)[cH:16][cH:17][cH:18]1)=[O:31])[OH:32]. The reactants are C1(=CC=CC=C1)C(N1N=NN=C1C1=C(C=CC=C1)C1=CC=C(C=C1)C)(C1=CC=CC=C1)C1=CC=CC=C1 (N-Triphenylmethyl-5-(4'-methylbiphenyl-2-yl)tetrazole), BrN1C(CCC1=O)=O (N-bromosuccinimide), C(C1=CC=CC=C1)(=O)OOC(C1=CC=CC=C1)=O (benzoyl peroxide). The solvent is C(Cl)(Cl)(Cl)Cl (carbon tetrachloride). The product is C1(=CC=CC=C1)C(N1N=NN=C1C1=C(C=CC=C1)C1=CC=C(C=C1)CBr)(C1=CC=CC=C1)C1=CC=CC=C1 (N-Triphenylmethyl-5-(4'-(bromomethyl)biphenyl-2-yl]tetrazole). As a reaction SMILES: [C:1]1([C:7]([C:32]2[CH:37]=[CH:36][CH:35]=[CH:34][CH:33]=2)([C:26]2[CH:31]=[CH:30][CH:29]=[CH:28][CH:27]=2)[N:8]2[C:12]([C:13]3[CH:18]=[CH:17][CH:16]=[CH:15][C:14]=3[C:19]3[CH:24]=[CH:23][C:22]([CH3:25])=[CH:21][CH:20]=3)=[N:11][N:10]=[N:9]2)[CH:6]=[CH:5][CH:4]=[CH:3][CH:2]=1.[Br:38]N1C(=O)CCC1=O.C(OOC(=O)C1C=CC=CC=1)(=O)C1C=CC=CC=1>C(Cl)(Cl)(Cl)Cl>[C:32]1([C:7]([C:1]2[CH:6]=[CH:5][CH:4]=[CH:3][CH:2]=2)([C:26]2[CH:27]=[CH:28][CH:29]=[CH:30][CH:31]=2)[N:8]2[C:12]([C:13]3[CH:18]=[CH:17][CH:16]=[CH:15][C:14]=3[C:19]3[CH:24]=[CH:23][C:22]([CH2:25][Br:38])=[CH:21][CH:20]=3)=[N:11][N:10]=[N:9]2)[CH:37]=[CH:36][CH:35]=[CH:34][CH:33]=1. Procedure: A mixture of N-triphenylmethyl 5-(4'-methylbiphenyl-2-yl)tetrazole (Example 11, 12.7 g), N-bromosuccinimide (4.6 g), carbon tetrachloride (300 mL), and benzoyl peroxide (75 mg) was heated at reflux for 2.5 hours. The cooled suspension was filtered and the filtrate was evaporated to give the title compound as a crystalline solid. 1H-NMR (CDCl3) δ 8.2 6.7 (complex, 23H), 4.3 (s, 2H). Reactants: OC(COC1=CC2=C(C(C=CO2)=O)C=C1)CCl (7-(2-hydroxy-3-chloro-1-propyloxy)-4H-1-benzopyrane-4-one), CC(C)(C)N (1,1-dimethylethylamine). Solvent: C(C)O (ethanol). Conditions: time 10 minute. Product: Cl.O1C=CC(C2=C1C=C(C=C2)OCC(CNC(C)(C)C)O)=O (1-(4H-1-benzopyrane-4-one-7-yloxy)-3-(1,1-dimethylethylamino)-2-propanol hydrochloride salt). As a reaction SMILES: [OH:1][CH:2]([CH2:16][Cl:17])[CH2:3][O:4][C:5]1[CH:15]=[CH:14][C:8]2[C:9](=[O:13])[CH:10]=[CH:11][O:12][C:7]=2[CH:6]=1.[CH3:18][C:19]([NH2:22])([CH3:21])[CH3:20]>C(O)C>[ClH:17].[O:12]1[C:7]2[CH:6]=[C:5]([O:4][CH2:3][CH:2]([OH:1])[CH2:16][NH:22][C:19]([CH3:21])([CH3:20])[CH3:18])[CH:15]=[CH:14][C:8]=2[C:9](=[O:13])[CH:10]=[CH:11]1 |f:3.4|. Procedure details: A solution of 10.0 g 7-(2-hydroxy-3-chloro-1-propyloxy)-4H-1-benzopyrane-4-one with 100 cm3 ethanol was boiled with 20 cm3 1,1-dimethylethylamine for 2.5 hours. The solution was evaporated under reduced pressure, the residue was dissolved in 200 ml ethanol, to the obtained solution 40 ml 10% aqueous hydrochloric acid was added and the mixture was boiled for 10 minutes. The solvent was removed under reduced pressure and the residue was crystallized from aceton; 1-(4H-1-benzopyrane-4-one-7-yloxy)-... Reactants: ClC1=CC=C(C(=O)N2C(=C(C3=CC(=CC=C23)OC)CCON)C)C=C1 (O-2-[1-(4-chlorobenzoyl)-5-methoxy-2-methylindol-3-yl]ethylhydroxylamine), O=CC(O)CO (glyceraldehyde). Yields the product ClC1=CC=C(C(=O)N2C(=C(C3=CC(=CC=C23)OC)CCON=CC(O)CO)C)C=C1 (glyceraldehyde-O-[2-(1-(4-chlorobenzoyl)-5-methoxy-2-methylindol-3-yl)ethyl] oxime). Reaction SMILES: [Cl:1][C:2]1[CH:25]=[CH:24][C:5]([C:6]([N:8]2[C:16]3[C:11](=[CH:12][C:13]([O:17][CH3:18])=[CH:14][CH:15]=3)[C:10]([CH2:19][CH2:20][O:21][NH2:22])=[C:9]2[CH3:23])=[O:7])=[CH:4][CH:3]=1.[O:26]=[CH:27][CH:28]([CH2:30]O)[OH:29]>>[Cl:1][C:2]1[CH:25]=[CH:24][C:5]([C:6]([N:8]2[C:16]3[C:11](=[CH:12][C:13]([O:17][CH3:18])=[CH:14][CH:15]=3)[C:10]([CH2:19][CH2:20][O:21][N:22]=[CH:30][CH:28]([CH2:27][OH:26])[OH:29])=[C:9]2[CH3:23])=[O:7])=[CH:4][CH:3]=1. Procedure: The title compound is prepared by reaction of O-2-[1-(4-chlorobenzoyl)-5-methoxy-2-methylindol-3-yl]ethylhydroxylamine with glyceraldehyde by the method of Example 1. The reactants are S(=O)(Cl)Cl (sulfinyl chloride), 37, Cl.OC(CN1CCC(CC1)(COC)N(C(CC)=O)C1=CC=CC=C1)C (N-[1-(2-hydroxypropyl)-4-(methoxymethyl)-4-piperidinyl]-N-phenylpropanamide monohydrochloride). Solvent: ClCCl (dichloromethane). Reaction conditions: time 8 hour. Yields the product 31.5, Cl.ClC(CN1CCC(CC1)(COC)N(C(CC)=O)C1=CC=CC=C1)C (N-[1-(2-chloropropyl)-4-(methoxymethyl)-4-piperidinyl]-N-phenylpropanamide monohydrochloride). The yield is 85.0%. Reaction SMILES: S(Cl)([Cl:3])=O.[ClH:5].O[CH:7]([CH3:29])[CH2:8][N:9]1[CH2:14][CH2:13][C:12]([N:18]([C:23]2[CH:28]=[CH:27][CH:26]=[CH:25][CH:24]=2)[C:19](=[O:22])[CH2:20][CH3:21])([CH2:15][O:16][CH3:17])[CH2:11][CH2:10]1>ClCCl>[ClH:3].[Cl:5][CH:7]([CH3:29])[CH2:8][N:9]1[CH2:14][CH2:13][C:12]([N:18]([C:23]2[CH:28]=[CH:27][CH:26]=[CH:25][CH:24]=2)[C:19](=[O:22])[CH2:20][CH3:21])([CH2:15][O:16][CH3:17])[CH2:11][CH2:10]1 |f:1.2,4.5|. Procedure: 14 Parts of sulfinyl chloride are stirred and there is added dropwise a solution of 37 parts of N-[1-(2-hydroxypropyl)-4-(methoxymethyl)-4-piperidinyl]-N-phenylpropanamide monohydrochloride in 360 parts of dichloromethane. Upon completion, stirring is continued overnight at reflux temperature. The reaction mixture is evaporated and the residue is suspended in 2-propanone. The product is filtered off and dried, yielding 31.5 parts (85%) of N-[1-(2-chloropropyl)-4-(methoxymethyl)-4-piperidinyl]-N-... Starting materials: Oc1ccc(C(F)(F)F)cc1, COC(Cc1ccc(OCCCO)cc1)C(=O)O. Yields the product COC(Cc1ccc(OCCCOc2ccc(C(F)(F)F)cc2)cc1)C(=O)O. RXN SMILES: [F:19][C:20]([c:21]1[cH:22][cH:23][c:24]([OH:27])[cH:25][cH:26]1)([F:28])[F:29].[OH:1][CH2:2][CH2:3][CH2:4][O:5][c:6]1[cH:7][cH:8][c:9]([CH2:12][CH:13]([C:14](=[O:15])[OH:16])[O:17][CH3:18])[cH:10][cH:11]1>>[O:1]([CH2:2][CH2:3][CH2:4][O:5][c:6]1[cH:7][cH:8][c:9]([CH2:12][CH:13]([C:14](=[O:15])[OH:16])[O:17][CH3:18])[cH:10][cH:11]1)[c:24]1[cH:23][cH:22][c:21]([C:20]([F:19])([F:28])[F:29])[cH:26][cH:25]1. Reactants: CN(C)CC1=CNC2=C1C=CC=C2 (gramine), SCCO (2-mercaptoethanol), OCCSCC1=CNC2=CC=CC=C12 (3-(4-hydroxy-2-thiabutyl)indole), O=S(Cl)Cl (SOCl2), P(Br)(Br)Br (PBr3). Run in C(C)#N (acetonitrile). Product: ClCCSCC1=CNC2=CC=CC=C12 (3-(4-chloro-2-thiabutyl)indole), BrCCSCC1=CNC2=CC=CC=C12 (3-(4-bromo-2-thiabutyl)indole), C1(=CC=CC=C1)C=1CCNCC1 (4-phenyl-1,2,3,6-tetrahydropyridine). Reaction SMILES: CN([CH2:4][C:5]1[C:9]2[CH:10]=[CH:11][CH:12]=[CH:13][C:8]=2N[CH:6]=1)C.SCCO.O[CH2:19][CH2:20][S:21][CH2:22][C:23]1[C:31]2[C:26](=[CH:27][CH:28]=[CH:29][CH:30]=2)[NH:25][CH:24]=1.O=S(Cl)[Cl:34].P(Br)(Br)[Br:37]>C(#N)C>[Cl:34][CH2:19][CH2:20][S:21][CH2:22][C:23]1[C:31]2[C:26](=[CH:27][CH:28]=[CH:29][CH:30]=2)[NH:25][CH:24]=1.[Br:37][CH2:19][CH2:20][S:21][CH2:22][C:23]1[C:31]2[C:26](=[CH:27][CH:28]=[CH:29][CH:30]=2)[NH:25][CH:24]=1.[C:9]1([C:5]2[CH2:4][CH2:24][NH:25][CH2:26][CH:6]=2)[CH:8]=[CH:13][CH:12]=[CH:11][CH:10]=1. Procedure details: A solution of 2.26 g of 3-(4-chloro-2-thiabutyl)indole [or 2.70 g of 3-(4-bromo-2-thiabutyl)indole which may be obtained by reaction of gramine with 2-mercaptoethanol to give 3-(4-hydroxy-2-thiabutyl)indole and subsequent reaction with SOCl2 or PBr3 ] and 1.6 g of 4-phenyl-1,2,3,6-tetrahydropyridine in 10 ml of acetonitrile is stirred at 20° C. for 12 hours, worked up as usual and 3-[4-(4-phenyl-1,2,3,6-tetrahydropyridyl)-2-thiabutyl]indole ("P") of m.p. 109° is obtained. The reactants are C(=O)([O-])[O-].[Cs+].[Cs+] (Cs2CO3), FC1=C(C(=O)NC2=CC(NC=C2)=O)C=C(C=C1)OC(F)(F)F (2-fluoro-N-(2-oxo-1,2-dihydropyridin-4-yl)-5-(trifluoromethoxy)benzamide), FC1=C(C=C(C=C1)O)C (4-fluoro-3-methylphenol). Solvent: CN(C)C=O (DMF). Run at temperature 100 celsius, time 1 hour. The product is FC1=CC(=C(OC2=C(C(=O)NC3=CC(NC=C3)=O)C=C(C=C2)OC(F)(F)F)C=C1)C (2-(4-fluoro-2-methylphenoxy)-N-(2-oxo-1,2-dihydropyridin-4-yl)-5-(trifluoromethoxy)benzamide). Yield: 43.0%. As a reaction SMILES: [C:1]([O-:4])([O-])=O.[Cs+].[Cs+].F[C:8]1[CH:23]=[CH:22][C:21]([O:24][C:25]([F:28])([F:27])[F:26])=[CH:20][C:9]=1[C:10]([NH:12][C:13]1[CH:18]=[CH:17][NH:16][C:15](=[O:19])[CH:14]=1)=[O:11].[F:29][C:30]1[CH:35]=[CH:34][C:33](O)=[CH:32][C:31]=1C>CN(C=O)C>[F:29][C:30]1[CH:35]=[CH:34][C:1]([O:4][C:8]2[CH:23]=[CH:22][C:21]([O:24][C:25]([F:28])([F:27])[F:26])=[CH:20][C:9]=2[C:10]([NH:12][C:13]2[CH:18]=[CH:17][NH:16][C:15](=[O:19])[CH:14]=2)=[O:11])=[C:32]([CH3:33])[CH:31]=1 |f:0.1.2|. Reported procedure: Cs2CO3 (651.6 mg, 2 mmol) was added to a solution of 2-fluoro-N-(2-oxo-1,2-dihydropyridin-4-yl)-5-(trifluoromethoxy)benzamide (63.2 mg, 0.2 mmol) and 4-fluoro-3-methylphenol (252.3 mg, 2 mmol) in DMF (1 mL) and the reaction was stirred at 100° C. for 1 hours. The reaction was filtered and purified by reverse phase HPLC using a gradient of acetonitrile in water (10-99%) and HCl as a modifier to yield 2-(4-fluoro-2-methylphenoxy)-N-(2-oxo-1,2-dihydropyridin-4-yl)-5-(trifluoromethoxy)benzamide (40)... Starting materials: NC=1SC=C(N1)C(C(=O)NC1[C@@H]2N(C(=CCS2)C(=O)[O-])C1=O)=NOC.[Na+] (Sodium 7-[2-(2-aminothiazol-4-yl)-2-methoxyiminoacetamido]-3-cephem-4-carboxylate), Cl.N[C@@H](CCCCN)C(=O)O (lysine hydrochloride). Solvent: O (water). Product: N[C@@H](CCCCN)C(=O)O (lysine), NC=1SC=C(N1)C(C(=O)NC1[C@@H]2N(C(=CCS2)C(=O)O)C1=O)=NOC (7-[2-(2-aminothiazol-4-yl)-2-methoxyiminoacetamido]-3-cephem-4-carboxylic acid). The yield is 139.8%. As a reaction SMILES: [NH2:1][C:2]1[S:3][CH:4]=[C:5]([C:7](=[N:23][O:24][CH3:25])[C:8]([NH:10][CH:11]2[C:21](=[O:22])[N:13]3[C:14]([C:18]([O-:20])=[O:19])=[CH:15][CH2:16][S:17][C@H:12]23)=[O:9])[N:6]=1.[Na+].Cl.[NH2:28][C@H:29]([C:35]([OH:37])=[O:36])[CH2:30][CH2:31][CH2:32][CH2:33][NH2:34]>O>[NH2:28][C@H:29]([C:35]([OH:37])=[O:36])[CH2:30][CH2:31][CH2:32][CH2:33][NH2:34].[NH2:1][C:2]1[S:3][CH:4]=[C:5]([C:7](=[N:23][O:24][CH3:25])[C:8]([NH:10][CH:11]2[C:21](=[O:22])[N:13]3[C:14]([C:18]([OH:20])=[O:19])=[CH:15][CH2:16][S:17][C@H:12]23)=[O:9])[N:6]=1 |f:0.1,2.3|. Procedure details: Sodium 7-[2-(2-aminothiazol-4-yl)-2-methoxyiminoacetamido]-3-cephem-4-carboxylate (syn isomer, 1.21 g.) was added to a solution of lysine hydrochloride (0.55 g.) in water (12 ml.). The solution was lyophilized to give a lysine salt of 7-[2-(2-aminothiazol-4-yl)-2-methoxyiminoacetamido]-3-cephem-4-carboxylic acid (syn isomer, 1.6 g.).